From a dataset of the Open Reaction Database (ORD), a public repository of structured organic reaction records. describe an organic reaction: reactants, conditions, products, and yield Starting materials: C1CCN(CC1)C=O (n-formylpiperidine), solution, C(CCC)[Li] (n-butyllithium), FC1=C(C=CC=C1F)OCC (2,3-difluorophenetole), CN(CCN(C)C)C (tetramethylethylenediamine). Solvent: O1CCCC1 (tetrahydrofuran), CCCCCC (hexane), O1CCCC1 (tetrahydrofuran). Reaction conditions: temperature -60 celsius, time 2 hour. The product is C(C)OC1=C(C(=C(C=O)C=C1)F)F (4-Ethoxy-2,3-difluorobenzaldehyde). RXN SMILES: C([Li])CCC.[F:6][C:7]1[C:12]([F:13])=[CH:11][CH:10]=[CH:9][C:8]=1[O:14][CH2:15][CH3:16].CN(C)CCN(C)C.C1CCN([CH:31]=[O:32])CC1>CCCCCC.O1CCCC1>[CH2:15]([O:14][C:8]1[CH:9]=[CH:10][C:11]([CH:31]=[O:32])=[C:12]([F:13])[C:7]=1[F:6])[CH3:16]. Reported procedure: 125 ml of a solution of 0.2 mole of n-butyllithium in hexane is added, at -78° C., to a mixture of 0.2 mole of 2,3-difluorophenetole, 0.2 mole of tetramethylethylenediamine and 400 ml of tetrahydrofuran, and the mixture is stirred for 2 hours at -60° C. A mixture of 0.2 mole of n-formylpiperidine and 20 ml of tetrahydrofuran is added dropwise to this mixture. Warming to -20° C. and working up in the customary manner gives the aldehyde in the form of a colourless solid, melting point 70° C. Starting materials: C(Cl)(Cl)Cl.CO (CHCl3 MeOH), COC=1C=C(C=CC1OC)C(=O)C=1C2=C(OC1)C1=CC=CC=C1C(=C2)O ((3,4-Dimethoxy-phenyl)-(5-hydroxy-naphtho[1,2-b]furan-3-yl)-methanone), O (water), [N+](=O)(O)[O-] (nitric acid). Run in C(C)(=O)O (acetic acid). Conditions: temperature 45 celsius. Product: COC=1C=C(C(=O)C=2C3=C(OC2)C2=CC=CC=C2C(C3=O)=O)C=CC1OC (3-(3,4-Dimethoxy-benzoyl)-naphtho[1,2-b]furan-4,5-dione). As a reaction SMILES: [CH3:1][O:2][C:3]1[CH:4]=[C:5]([C:11]([C:13]2[C:14]3[CH:25]=[C:24]([OH:26])[C:23]4[C:18](=[CH:19][CH:20]=[CH:21][CH:22]=4)[C:15]=3[O:16][CH:17]=2)=[O:12])[CH:6]=[CH:7][C:8]=1[O:9][CH3:10].[N+]([O-])(O)=[O:28].O.C(Cl)(Cl)Cl.CO>C(O)(=O)C>[CH3:1][O:2][C:3]1[CH:4]=[C:5]([CH:6]=[CH:7][C:8]=1[O:9][CH3:10])[C:11]([C:13]1[C:14]2[C:25](=[O:28])[C:24](=[O:26])[C:23]3[C:18](=[CH:19][CH:20]=[CH:21][CH:22]=3)[C:15]=2[O:16][CH:17]=1)=[O:12] |f:3.4|. Procedure: To a suspension of compound 24 (100 mg, 0.28 mmol) in glacial acetic acid (1.5 mL) at room temperature was added nitric acid (0.2 mL, d 1.35) dropwise with vigorous stirring. The mixture was heated at 45° C. for 30 min, allowed to cool to room temperature, and poured into cold water. The resulting precipitate was filtered and recrystallized to afford compound SKC-NF-02 (45 mg, 43%) as an orange solid. TLC Rf=0.4 (CHCl3-MeOH, 9:1); 1H NMR (CDCl3) δ 8.13 (d, J=7.0 Hz, 1H), 7.81 (m, 2H), 7.74 (app ... Starting materials: O=C([O-])[O-], CN(C)C=O, Cn1c(C(F)(F)F)cc(=O)n(-c2cc(F)c([N+](=O)[O-])cc2F)c1=O, [K+], [K+], O, COC(=O)COc1nc(C)ncc1O. Yields the product COC(=O)COc1nc(C)ncc1Oc1cc(-n2c(=O)cc(C(F)(F)F)n(C)c2=O)c(F)cc1[N+](=O)[O-]. RXN SMILES: [C:44](=[O:45])([O-:46])[O-:47].[CH3:39][N:40]([CH3:41])[CH:42]=[O:43].[F:15][c:16]1[c:17]([N+:36](=[O:37])[O-:38])[cH:18][c:19]([F:35])[c:20](-[n:22]2[c:23](=[O:34])[n:24]([CH3:33])[c:25]([C:29]([F:30])([F:31])[F:32])[cH:26][c:27]2=[O:28])[cH:21]1.[K+:48].[K+:49].[OH2:50].[OH:1][c:2]1[c:3]([O:9][CH2:10][C:11](=[O:12])[O:13][CH3:14])[n:4][c:5]([CH3:8])[n:6][cH:7]1>>[O:1]([c:2]1[c:3]([O:9][CH2:10][C:11](=[O:12])[O:13][CH3:14])[n:4][c:5]([CH3:8])[n:6][cH:7]1)[c:16]1[c:17]([N+:36](=[O:37])[O-:38])[cH:18][c:19]([F:35])[c:20](-[n:22]2[c:23](=[O:34])[n:24]([CH3:33])[c:25]([C:29]([F:30])([F:31])[F:32])[cH:26][c:27]2=[O:28])[cH:21]1.